From a dataset of the Open Reaction Database (ORD), a public repository of structured organic reaction records. describe an organic reaction: reactants, conditions, products, and yield The reactants are ClC1=CC=C(S1)S(=O)(=O)NC(C(CC)CC)C1=CC=NN1CC1=CC=C(C=C1)OC (5-chloro-N-{2-ethyl-1-[1-(4-methoxybenzyl)-1H-pyrazol-5-yl]butyl}thiophene-2-sulfonamide), B(Br)(Br)Br (boron tribromide), O (Water). Solvent: C(Cl)Cl (CH2Cl2). Run at time 8 hour. Product: ClC1=CC=C(S1)S(=O)(=O)NC(C(CC)CC)C1=CC=NN1CC1=CC=C(C=C1)O (5-chloro-N-{2-ethyl-1-[1-(4-hydroxybenzyl)-1H-pyrazol-5-yl]butyl}thiophene-2-sulfonamide). Yield: 72.8%. Reaction SMILES: [Cl:1][C:2]1[S:6][C:5]([S:7]([NH:10][CH:11]([C:17]2[N:21]([CH2:22][C:23]3[CH:28]=[CH:27][C:26]([O:29]C)=[CH:25][CH:24]=3)[N:20]=[CH:19][CH:18]=2)[CH:12]([CH2:15][CH3:16])[CH2:13][CH3:14])(=[O:9])=[O:8])=[CH:4][CH:3]=1.B(Br)(Br)Br.O>C(Cl)Cl>[Cl:1][C:2]1[S:6][C:5]([S:7]([NH:10][CH:11]([C:17]2[N:21]([CH2:22][C:23]3[CH:24]=[CH:25][C:26]([OH:29])=[CH:27][CH:28]=3)[N:20]=[CH:19][CH:18]=2)[CH:12]([CH2:15][CH3:16])[CH2:13][CH3:14])(=[O:8])=[O:9])=[CH:4][CH:3]=1. Procedure: To 5-chloro-N-{2-ethyl-1-[1-(4-methoxybenzyl)-1H-pyrazol-5-yl]butyl}thiophene-2-sulfonamide (57.0 mg, 0.121 mmol) in CH2Cl2 (3 mL) at −78° C. was added a solution of boron tribromide (1 M in CH2Cl2, 0.40 mL, 0.40 mmol) dropwise. The reaction mixture was warmed to room temperature gradually over several hours and allowed to stir overnight. Water (10 mL) was added slowly to the mixture. It was then extracted with EtOAc (3×20 mL), dried (Na2SO4) and concentrated. Column chromatography (EtOAc/hex, 3... The reactants are OC=1C=C(C(=O)O)C=CC1 (3-Hydroxybenzoic acid), OC=1C=C(C(=O)O)C=CC1 (3-hydroxybenzoic acid), ClC=1C=C(C=CC1Cl)C(F)(F)F (3,4-dichlorobenzotrifluoride), [OH-].[K+] (potassium hydroxide). Solvent: CS(=O)C (dimethyl sulphoxide). Yields the product ClC1=C(OC=2C=C(C(=O)O)C=CC2)C=CC(=C1)C(F)(F)F (3-(2-chloro-4-trifluoromethylphenoxy)-benzoic acid). Reaction SMILES: [OH:1][C:2]1[CH:3]=[C:4]([CH:8]=[CH:9][CH:10]=1)[C:5]([OH:7])=[O:6].[Cl:11][C:12]1[CH:13]=[C:14]([C:19]([F:22])([F:21])[F:20])[CH:15]=[CH:16][C:17]=1Cl.[OH-].[K+]>CS(C)=O>[Cl:11][C:12]1[CH:13]=[C:14]([C:19]([F:20])([F:21])[F:22])[CH:15]=[CH:16][C:17]=1[O:1][C:2]1[CH:3]=[C:4]([CH:8]=[CH:9][CH:10]=1)[C:5]([OH:7])=[O:6] |f:2.3|. Reported procedure: 3-Hydroxybenzoic acid is an important intermediate product for the preparation of plant protection agents. Thus, in accordance with U.S. Pat. No. 4,031,131, 3-hydroxybenzoic acid can be reacted with 3,4-dichlorobenzotrifluoride in methanolic solution and in the presence of potassium hydroxide and dimethyl sulphoxide, to give 3-(2-chloro-4-trifluoromethylphenoxy)-benzoic acid. Nitrating this benzoic acid with potassium nitrate in concentrated sulphuric acid then gives 5-(2-chloro-4-trifluoromethy... Procedure details: A suspension of 2,3-difluoro-4-trifluoromethyl-benzamide (1 g, 4.4 mmol) and 2,4-bis(4-methoxyphenyl)-1,3-dithia-2,4-diphosphetane-2,4-disulfide (Lawesson's reagent; 900 mg, 2.2 mmol) in tetrahydrofuran (2 ml) was stirred under microwave irradiation at 130° C. for 15 min. The solvent was removed under reduced pressure to give an orange oil which was purified by column chromatography (silica gel, heptane/AcOEt) to yield 1.0 g (4.1 mmol, 93%) of the title compound as yellow crystals. Reaction conditions: temperature 130 celsius, time 15 minute. The solvent is O1CCCC1 (tetrahydrofuran). Yields the product FC1=C(C(=S)N)C=CC(=C1F)C(F)(F)F (2,3-Difluoro-4-trifluoromethyl-thiobenzamide). As a reaction SMILES: [F:1][C:2]1[C:10]([F:11])=[C:9]([C:12]([F:15])([F:14])[F:13])[CH:8]=[CH:7][C:3]=1[C:4]([NH2:6])=O.COC1C=CC(P2(=S)SP(=S)(C3C=CC(OC)=CC=3)[S:25]2)=CC=1>O1CCCC1>[F:1][C:2]1[C:10]([F:11])=[C:9]([C:12]([F:15])([F:14])[F:13])[CH:8]=[CH:7][C:3]=1[C:4]([NH2:6])=[S:25]. The yield is 186.4%. The reactants are FC1=C(C(=O)N)C=CC(=C1F)C(F)(F)F (2,3-difluoro-4-trifluoromethyl-benzamide), COC1=CC=C(C=C1)P1(SP(S1)(C1=CC=C(C=C1)OC)=S)=S (2,4-bis(4-methoxyphenyl)-1,3-dithia-2,4-diphosphetane-2,4-disulfide). The reactants are ONC(C1=CC2=C(CN(CCO2)C(=O)OC(C)(C)C)C=C1)=N (1,1-dimethylethyl 8-[(hydroxyamino)(imino)methyl]-2,3-dihydro-1,4-benzoxazepine-4(5H)-carboxylate), ClC=1C=C(C(=O)O)C=CC1OC(C)C (3-chloro-4-[(1-methylethyl)oxy]benzoic acid), C(CCl)Cl (EDC), C=1C=CC2=C(C1)N=NN2O (HOBT). The solvent is CCOC(=O)C.O (EtOAc water). Run at time 20 minute. Product: ClC=1C=C(C=CC1OC(C)C)C1=NC(=NO1)C1=CC2=C(CN(CCO2)C(=O)OC(C)(C)C)C=C1 (1,1-Dimethylethyl 8-(5-{3-chloro-4-[(1-methylethyl)oxy]phenyl}-1,2,4-oxadiazol-3-yl)-2,3-dihydro-1,4-benzoxazepine-4(5H)-carboxylate). Isolated yield 55.8%. As a reaction SMILES: [OH:1][NH:2][C:3](=[NH:22])[C:4]1[CH:21]=[CH:20][C:7]2[CH2:8][N:9]([C:13]([O:15][C:16]([CH3:19])([CH3:18])[CH3:17])=[O:14])[CH2:10][CH2:11][O:12][C:6]=2[CH:5]=1.[Cl:23][C:24]1[CH:25]=[C:26]([CH:30]=[CH:31][C:32]=1[O:33][CH:34]([CH3:36])[CH3:35])[C:27](O)=O.C(Cl)CCl.C1C=CC2N(O)N=NC=2C=1>CCOC(C)=O.O>[Cl:23][C:24]1[CH:25]=[C:26]([C:27]2[O:1][N:2]=[C:3]([C:4]3[CH:21]=[CH:20][C:7]4[CH2:8][N:9]([C:13]([O:15][C:16]([CH3:17])([CH3:18])[CH3:19])=[O:14])[CH2:10][CH2:11][O:12][C:6]=4[CH:5]=3)[N:22]=2)[CH:30]=[CH:31][C:32]=1[O:33][CH:34]([CH3:35])[CH3:36] |f:4.5|. Procedure: A mixture of 1,1-dimethylethyl 8-[(hydroxyamino)(imino)methyl]-2,3-dihydro-1,4-benzoxazepine-4(5H)-carboxylate (Preparation 33) (0.195 g, 0.634 mmol), 3-chloro-4-[(1-methylethyl)oxy]benzoic acid (Preparation 6) (0.136 g, 0.634 mmol), EDC (0.146 g, 0.761 mmol) and HOBT (0.107 g, 0.698 mmol) DMF (4 ml) was stirred at room temperature for 20 minutes then heated at 100° C. for 17 hours. The cooled reaction mixture was diluted with EtOAc/water (40 ml of each) and the organics collected, dried (magnes... Reactants: C1=CC=C(C=C1)C(C(C(=O)O)N)O (DL-3-phenylserine hydrate), C(C)(C)(C)OC(CCC(=O)O)=O (succinic acid mono-tert-butyl ester). Product: C(C)(C)(C)OC(=O)CCC=1OC(=C(N1)C(=O)O)C1=CC=CC=C1 (2-(2-tert-Butoxycarbonyl-ethyl)-5-phenyl-oxazole-4-carboxylic acid). Reaction SMILES: [CH:1]1[CH:6]=[CH:5][C:4]([CH:7]([OH:13])[CH:8]([NH2:12])[C:9]([OH:11])=[O:10])=[CH:3][CH:2]=1.[C:14]([O:18][C:19](=[O:25])[CH2:20][CH2:21][C:22](O)=O)([CH3:17])([CH3:16])[CH3:15]>>[C:14]([O:18][C:19]([CH2:20][CH2:21][C:22]1[O:13][C:7]([C:4]2[CH:3]=[CH:2][CH:1]=[CH:6][CH:5]=2)=[C:8]([C:9]([OH:11])=[O:10])[N:12]=1)=[O:25])([CH3:17])([CH3:16])[CH3:15]. Reported procedure: Prepared starting from DL-3-phenylserine hydrate following sequentially general procedures W, X with succinic acid mono-tert-butyl ester, Y and Z. LC-MS-conditions 02: tR=0.95 min; [M+H]+=318.32. Reactants: C1(CC1)CN1C=C(C2=CC=CC=C12)C(=O)N (1-cyclopropylmethyl-1H-indole-3-carboxamide), FC(C(=O)OC(C(F)(F)F)=O)(F)F (Trifluoroacetic anhydride). Solvent: O1CCOCC1 (dioxane), C(C)N(CC)CC (triethylamine), ClCCl (dichloromethane). Conditions: temperature 0 celsius, time 2 hour. The product is C1(CC1)CN1C=C(C2=CC=CC=C12)C#N (1-Cyclopropylmethyl-1H-indole-3-nitrile). Reaction SMILES: FC(F)(F)C(OC(=O)C(F)(F)F)=O.[CH:14]1([CH2:17][N:18]2[C:26]3[C:21](=[CH:22][CH:23]=[CH:24][CH:25]=3)[C:20]([C:27]([NH2:29])=O)=[CH:19]2)[CH2:16][CH2:15]1>O1CCOCC1.C(N(CC)CC)C.ClCCl>[CH:14]1([CH2:17][N:18]2[C:26]3[C:21](=[CH:22][CH:23]=[CH:24][CH:25]=3)[C:20]([C:27]#[N:29])=[CH:19]2)[CH2:15][CH2:16]1. Procedure details: Trifluoroacetic anhydride (19.5 g) was added dropwise to a cooled (0° C.), stirred solution of 1-cyclopropylmethyl-1H-indole-3-carboxamide (5 g) in dioxane (100 ml) and triethylamine (18 g). After the addition the mixture was stirred at room temperature for two hours, the mixture was diluted with dichloromethane (200 ml) and washed with water (3×100 ml), dried (Na2SO4) and evaporated at reduced pressure. The residue was purified by column chromatography on silica eluting with dichloromethane to ...